This data is from the Open Reaction Database (ORD), a public repository of structured organic reaction records. The task is: describe an organic reaction: reactants, conditions, products, and yield The reactants are COC1=C(COCCCOC2=CC=C(C=C2)C2C(CN(CC2)C(=O)OC(C)(C)C)OCCOS(=O)(=O)C2=CC=C(C=C2)C)C=CC=C1 (tert-butyl 4-{4-[3-(2-methoxybenzyloxy)propoxy]phenyl}-3-[2-(toluene-4-sulphonyloxy)ethoxy]piperidine-1-carboxylate), OC1=C(C=CC=C1)CCC(=O)NC (3-(2-hydroxyphenyl)-N-methylpropionamide). Yields the product COC1=C(COCCCOC2=CC=C(C=C2)C2C(CN(CC2)C(=O)OC(C)(C)C)OCCOC2=C(C=CC=C2)CCC(NC)=O)C=CC=C1 (tert-Butyl 4-{4-[3-(2-methoxybenzyloxy)propoxy]phenyl}-3-{2-[2-(2-methylcarbamoylethyl)phenoxy]ethoxy}piperidine-1-carboxylate). RXN SMILES: [CH3:1][O:2][C:3]1[CH:47]=[CH:46][CH:45]=[CH:44][C:4]=1[CH2:5][O:6][CH2:7][CH2:8][CH2:9][O:10][C:11]1[CH:16]=[CH:15][C:14]([CH:17]2[CH2:22][CH2:21][N:20]([C:23]([O:25][C:26]([CH3:29])([CH3:28])[CH3:27])=[O:24])[CH2:19][CH:18]2[O:30][CH2:31][CH2:32][O:33]S(C2C=CC(C)=CC=2)(=O)=O)=[CH:13][CH:12]=1.O[C:49]1[CH:54]=[CH:53][CH:52]=[CH:51][C:50]=1[CH2:55][CH2:56][C:57]([NH:59][CH3:60])=[O:58]>>[CH3:1][O:2][C:3]1[CH:47]=[CH:46][CH:45]=[CH:44][C:4]=1[CH2:5][O:6][CH2:7][CH2:8][CH2:9][O:10][C:11]1[CH:16]=[CH:15][C:14]([CH:17]2[CH2:22][CH2:21][N:20]([C:23]([O:25][C:26]([CH3:28])([CH3:27])[CH3:29])=[O:24])[CH2:19][CH:18]2[O:30][CH2:31][CH2:32][O:33][C:49]2[CH:54]=[CH:53][CH:52]=[CH:51][C:50]=2[CH2:55][CH2:56][C:57](=[O:58])[NH:59][CH3:60])=[CH:13][CH:12]=1. Procedure details: Analogously to Method G, 0.30 g tert-butyl 4-{4-[3-(2-methoxybenzyloxy)propoxy]phenyl}-3-[2-(toluene-4-sulphonyloxy)ethoxy]piperidine-1-carboxylate (Example 14b) and 0.16 g of 3-(2-hydroxyphenyl)-N-methylpropionamide are reacted. The title compound is obtained as a colourless oil. Rf=0.20 (3:1 EtOAc-heptane); Rt=5.61. Starting materials: C1(CC1)CO (cyclopropyl carbinol), [H-].[Na+] (sodium hydride), BrC1=C(C(=C(N)C=C1)[N+](=O)[O-])F (4-bromo-3-fluoro-2-nitroaniline). The solvent is O1CCCC1 (tetrahydrofuran). Conditions: time 30 minute. The product is BrC1=C(C(=C(N)C=C1)[N+](=O)[O-])OCC1CC1 (4-Bromo-3-(cyclopropylmethoxy)-2-nitroaniline). Isolated yield 74.8%. RXN SMILES: [CH:1]1([CH2:4][OH:5])[CH2:3][CH2:2]1.[H-].[Na+].[Br:8][C:9]1[CH:15]=[CH:14][C:12]([NH2:13])=[C:11]([N+:16]([O-:18])=[O:17])[C:10]=1F>O1CCCC1>[Br:8][C:9]1[CH:15]=[CH:14][C:12]([NH2:13])=[C:11]([N+:16]([O-:18])=[O:17])[C:10]=1[O:5][CH2:4][CH:1]1[CH2:3][CH2:2]1 |f:1.2|. Reported procedure: A solution of cyclopropyl carbinol (0.269 mL, 3.40 mmol) in tetrahydrofuran (6.9 mL) at 0° C. was treated with sodium hydride (0.0860 g, 3.40 mmol) and stirred at RT for 30 min. The reaction mixture was cooled to 0° C., treated with 4-bromo-3-fluoro-2-nitroaniline (0.400 g, 1.70 mmol) [Combi-Blocks, AN-2785] and stirred at RT for 15 h. The reaction mixture was cooled to 0° C. and quenched with saturated ammonium chloride solution. The reaction mixture was diluted with ethyl acetate (50 mL) and w...